This data is from the Open Reaction Database (ORD), a public repository of structured organic reaction records. The task is: describe an organic reaction: reactants, conditions, products, and yield Starting materials: CCOC(=O)c1c(Cl)c2sccc2n(Cc2ccc(OC)cc2)c1=O, O=C(O)C(F)(F)F, O. The product is CCOC(=O)c1c(Cl)c2sccc2[nH]c1=O. Reaction SMILES: [CH2:1]([CH3:2])[O:3][C:4](=[O:5])[c:6]1[c:7]([Cl:25])[c:8]2[c:9]([n:10]([CH2:13][c:14]3[cH:15][cH:16][c:17]([O:18][CH3:19])[cH:20][cH:21]3)[c:11]1=[O:12])[cH:22][cH:23][s:24]2.[F:27][C:28]([F:29])([F:30])[C:31]([OH:32])=[O:33].[OH2:26]>>[CH2:1]([CH3:2])[O:3][C:4](=[O:5])[c:6]1[c:7]([Cl:25])[c:8]2[c:9]([nH:10][c:11]1=[O:12])[cH:22][cH:23][s:24]2.